The task is: describe an organic reaction: reactants, conditions, products, and yield. This data is from the Open Reaction Database (ORD), a public repository of structured organic reaction records. Reactants: OC1CC2(OC1)[C@]1(C)[C@@H](CC2)[C@@H]2CCC3=CC(CC[C@@H]3[C@H]2CC1)=O (4',5'-dihydro-4'-hydroxyspiro[estr- 4-ene-17,2'(3'H)-furan]-3-one), CC(=O)C.OS(=O)(=O)O.O=[Cr](=O)=O (Jones' reagent), Cl (hydrochloric acid), hydroxyl. Run in CO (methanol), CC(=O)C (acetone). The product is O1C2(CC(C1)=O)[C@]1(C)[C@@H](CC2)[C@@H]2CCC3=CC(CC[C@@H]3[C@H]2CC1)=O (4',5'-dihydrospiro[estr-4-ene- 17,2'(3'H)-furan]-3,4'-dione). RXN SMILES: [OH:1][CH:2]1[CH2:6][O:5][C:4]2([CH2:11][CH2:10][C@H:9]3[C@H:12]4[C@H:21]([CH2:22][CH2:23][C@:7]23[CH3:8])[C@@H:20]2[C:15](=[CH:16][C:17](=[O:24])[CH2:18][CH2:19]2)[CH2:14][CH2:13]4)[CH2:3]1.Cl.CC(C)=O.OS(O)(=O)=O.O=[Cr](=O)=O>CO.CC(C)=O>[O:5]1[CH2:6][C:2](=[O:1])[CH2:3][C:4]21[CH2:11][CH2:10][C@H:9]1[C@H:12]3[C@H:21]([CH2:22][CH2:23][C@:7]21[CH3:8])[C@@H:20]1[C:15](=[CH:16][C:17](=[O:24])[CH2:18][CH2:19]1)[CH2:14][CH2:13]3 |f:2.3.4|. Reported procedure: The compound of this invention defined by the introductory formula when R therein represents hydrogen can be prepared as follows: 21-(Hydroxymethyl)-3-methoxy-17α-pregna-1,3,5(10), 20-tetraen-17-ol, upon prolonged contact with p-toluenesulfonyl chloride in pyridine, affords 3-methoxyspiro[estra-1,3,5(10)-triene-17,2'(5'H)-furan]. Consecutively contacting the latter intermediate in cold tetrahydrofuran under nitrogen with borane and sodium peroxide (formed in situ) affords 4',5'-dihydro-3-methoxy... Reactants: C(C)(C)(C)OC(NC1=C(C=C(C(=C1)CC)C(F)(F)F)N)=O ((2-amino-5-ethyl-4-trifluoromethyl-phenyl)-carbamic acid tert-butyl ester), C(C)(C)(C)OC(CC(C1=CC(=CC=C1)C=1C=NC=CC1)=O)=O (3-oxo-3-(3-pyridin-3-yl-phenyl)-propionic acid tert-butyl ester). Yields the product C(C)(C)(C)OC(NC1=C(C=C(C(=C1)CC)C(F)(F)F)NC(CC(C1=CC(=CC=C1)C=1C=NC=CC1)=O)=O)=O ({5-Ethyl-2-[3-oxo-3-(3-pyridin-3-yl-phenyl)-propionylamino]-4-trifluoromethyl-phenyl}-carbamic acid tert-butyl ester), oil. The yield is 94.0%. RXN SMILES: [C:1]([O:5][C:6](=[O:21])[NH:7][C:8]1[CH:13]=[C:12]([CH2:14][CH3:15])[C:11]([C:16]([F:19])([F:18])[F:17])=[CH:10][C:9]=1[NH2:20])([CH3:4])([CH3:3])[CH3:2].C([O:26][C:27](=O)[CH2:28][C:29](=[O:42])[C:30]1[CH:35]=[CH:34][CH:33]=[C:32]([C:36]2[CH:37]=[N:38][CH:39]=[CH:40][CH:41]=2)[CH:31]=1)(C)(C)C>>[C:1]([O:5][C:6](=[O:21])[NH:7][C:8]1[CH:13]=[C:12]([CH2:14][CH3:15])[C:11]([C:16]([F:19])([F:18])[F:17])=[CH:10][C:9]=1[NH:20][C:27](=[O:26])[CH2:28][C:29](=[O:42])[C:30]1[CH:35]=[CH:34][CH:33]=[C:32]([C:36]2[CH:37]=[N:38][CH:39]=[CH:40][CH:41]=2)[CH:31]=1)([CH3:2])([CH3:3])[CH3:4]. Procedure details: The title compound was prepared from (2-amino-5-ethyl-4-trifluoromethyl-phenyl)-carbamic acid tert-butyl ester (Example J33) (228 mg, 0.75 mmol) and 3-oxo-3-(3-pyridin-3-yl-phenyl)-propionic acid tert-butyl ester (Example K1) (223 mg, 0.75 mmol) according to the general procedure M. Obtained as a light yellow oil (373 mg, 94%). The reactants are CCOC(=O)c1cccc(-c2cccc(C3CCN(C(=O)OC(C)(C)C)CC3OCc3ccc4ccccc4c3)c2)c1, C1CCOC1, CO, [Na+], [OH-]. As a reaction SMILES: [C:1]([CH3:2])([CH3:3])([CH3:4])[O:5][C:6](=[O:7])[N:8]1[CH2:9][CH:10]([O:31][CH2:32][c:33]2[cH:34][c:35]3[cH:36][cH:37][cH:38][cH:39][c:40]3[cH:41][cH:42]2)[CH:11]([c:14]2[cH:15][c:16](-[c:20]3[cH:21][c:22]([C:26](=[O:27])[O:28][CH2:29][CH3:30])[cH:23][cH:24][cH:25]3)[cH:17][cH:18][cH:19]2)[CH2:12][CH2:13]1.[CH2:47]1[O:48][CH2:49][CH2:50][CH2:51]1.[CH3:45][OH:46].[Na+:44].[OH-:43]>>[C:1]([CH3:2])([CH3:3])([CH3:4])[O:5][C:6](=[O:7])[N:8]1[CH2:9][CH:10]([O:31][CH2:32][c:33]2[cH:34][c:35]3[cH:36][cH:37][cH:38][cH:39][c:40]3[cH:41][cH:42]2)[CH:11]([c:14]2[cH:15][c:16](-[c:20]3[cH:21][c:22]([C:26](=[O:27])[OH:28])[cH:23][cH:24][cH:25]3)[cH:17][cH:18][cH:19]2)[CH2:12][CH2:13]1. Product: CC(C)(C)OC(=O)N1CCC(c2cccc(-c3cccc(C(=O)O)c3)c2)C(OCc2ccc3ccccc3c2)C1. Starting materials: COc1ccc(C=O)c(Br)c1O, CCCCCBr, O=C([O-])[O-], [K+], [K+], CN(C)C=O, O. Product: CCCCCOc1c(OC)ccc(C=O)c1Br. As a reaction SMILES: [Br:1][c:2]1[c:3]([CH:4]=[O:5])[cH:6][cH:7][c:8]([O:11][CH3:12])[c:9]1[OH:10].[Br:24][CH2:25][CH2:26][CH2:27][CH2:28][CH3:29].[C:18](=[O:19])([O-:20])[O-:21].[K+:22].[K+:23].[O:13]=[CH:14][N:15]([CH3:16])[CH3:17].[OH2:30]>>[Br:1][c:2]1[c:3]([CH:4]=[O:5])[cH:6][cH:7][c:8]([O:11][CH3:12])[c:9]1[O:10][CH2:25][CH2:26][CH2:27][CH2:28][CH3:29]. Starting materials: CC1=C(OCC2=C(C=CC=C2C#C[Si](C)(C)C)N2N=NN(C2=O)C)C=CC(=C1)N1N=C(C(=C1C)C)C (1-{2-(2-methyl-4-(3,4,5-trimethyl-pyrazol-1-yl)-phenoxymethyl)-3-trimethylsilylethynyl-phenyl}-4-methyl-1,4-dihydrotetrazole-5-one), C([O-])([O-])=O.[K+].[K+] (potassium carbonate), C(Cl)(Cl)Cl (chloroform). Run in CO (methanol). Run at time 3 hour. Yields the product C(#C)C=1C(=C(C=CC1)N1N=NN(C1=O)C)COC1=C(C=C(C=C1)N1N=C(C(=C1C)C)C)C (1-{3-ethynyl-2-[2-methyl-4-(3,4,5-trimethyl-pyrazol-1-yl)-phenoxymethyl]-phenyl}-4-methyl-1,4-dihydrotetrazole-5-one). RXN SMILES: [CH3:1][C:2]1[CH:28]=[C:27]([N:29]2[C:33]([CH3:34])=[C:32]([CH3:35])[C:31]([CH3:36])=[N:30]2)[CH:26]=[CH:25][C:3]=1[O:4][CH2:5][C:6]1[C:11]([C:12]#[C:13][Si](C)(C)C)=[CH:10][CH:9]=[CH:8][C:7]=1[N:18]1[C:22](=[O:23])[N:21]([CH3:24])[N:20]=[N:19]1.C(=O)([O-])[O-].[K+].[K+].C(Cl)(Cl)Cl>CO>[C:12]([C:11]1[C:6]([CH2:5][O:4][C:3]2[CH:25]=[CH:26][C:27]([N:29]3[C:33]([CH3:34])=[C:32]([CH3:35])[C:31]([CH3:36])=[N:30]3)=[CH:28][C:2]=2[CH3:1])=[C:7]([N:18]2[C:22](=[O:23])[N:21]([CH3:24])[N:20]=[N:19]2)[CH:8]=[CH:9][CH:10]=1)#[CH:13] |f:1.2.3|. Procedure details: A mixture of 1-{2-(2-methyl-4-(3,4,5-trimethyl-pyrazol-1-yl)-phenoxymethyl)-3-trimethylsilylethynyl-phenyl}-4-methyl-1,4-dihydrotetrazole-5-one (described in Reference Preparation example 71) 0.2 g, potassium carbonate 0.7 g, chloroform 5 ml and methanol 5 ml was stirred at room temperature for three hours, and then the resulting mixture was heated to 60° C. and was stirred for three hours. The reaction mixture was filtered, and the filtrate was then concentrated under reduced pressure. The resu...